This data is from the Open Reaction Database (ORD), a public repository of structured organic reaction records. The task is: describe an organic reaction: reactants, conditions, products, and yield Reactants: C(#C)C1=C(C=C(C=C1)C1(CC1)OC(C)C)C (4-ethynyl-1-(1-isopropoxycyclopropyl)-3-methyl-benzene), C(#C)C1=C(C=C(C=C1)C1(CC1)OC(C)C)C (4-ethynyl-1-(1-isopropoxycyclopropyl)-3-methyl-benzene), C(C1=CC=CC=C1)(=O)O.C(C)OC(C1=CC=C(C=C1)I)=O (ethyl-4-iodo-benzoate benzoate), C(C1=CC=CC=C1)(=O)O.C(C)OC(C1=CC=C(C=C1)I)=O (ethyl-4-iodo-benzoate benzoate). The reagents and catalysts are [Cu]I (copper(I)iodide), Cl[Pd]([P](C1=CC=CC=C1)(C2=CC=CC=C2)C3=CC=CC=C3)([P](C4=CC=CC=C4)(C5=CC=CC=C5)C6=CC=CC=C6)Cl (Dichlorobis(triphenylphosphine)-palladium(II)). The solvent is C(C)N(CC)CC (triethylamine). Conditions: time 8 hour. Product: EtOAc-hexanes, C(C)(C)OC1(CC1)C1=C(C=C(C=C1)C#CC1=CC=C(C(=O)OCC)C=C1)C (Ethyl 4-[4-(1-isopropoxycyclopropyl)-3-methyl-phenylethynyl]-benzoate). The yield is 159.2%. RXN SMILES: [C:1]([C:3]1[CH:8]=[CH:7][C:6]([C:9]2([O:12][CH:13]([CH3:15])[CH3:14])[CH2:11][CH2:10]2)=[CH:5][C:4]=1C)#[CH:2].[C:17](O)(=O)C1C=CC=CC=1.[CH2:26]([O:28][C:29](=[O:37])[C:30]1[CH:35]=[CH:34][C:33](I)=[CH:32][CH:31]=1)[CH3:27]>C(N(CC)CC)C.[Cu]I.Cl[Pd](Cl)([P](C1C=CC=CC=1)(C1C=CC=CC=1)C1C=CC=CC=1)[P](C1C=CC=CC=1)(C1C=CC=CC=1)C1C=CC=CC=1>[CH:13]([O:12][C:9]1([C:6]2[CH:5]=[CH:4][C:3]([C:1]#[C:2][C:33]3[CH:34]=[CH:35][C:30]([C:29]([O:28][CH2:26][CH3:27])=[O:37])=[CH:31][CH:32]=3)=[CH:8][C:7]=2[CH3:17])[CH2:10][CH2:11]1)([CH3:14])[CH3:15] |f:1.2,^1:49,68|. Procedure: Using General Procedure F; 4-ethynyl-1-(1-isopropoxycyclopropyl)-3-methyl-benzene (Intermediate 81, 80.0 mg, 0.13 mmol) and ethyl-4-iodo benzoate (Reagent A, 100.0 mg, 0.36 mmol) in triethylamine (5 mL) was treated with copper(I)iodide (25.0 mg, 0.13 mmol) and sparged with argon for 5 minutes. Dichlorobis(triphenylphosphine)-palladium(II) (91 mg, 0.13 mmol) was added and the reaction mixture was stirred overnight at room temperature. Column chromatography (2-4% EtOAc-hexanes) afforded 75.0 mg (5...